describe an organic reaction: reactants, conditions, products, and yield From a dataset of the Open Reaction Database (ORD), a public repository of structured organic reaction records. Starting materials: BrC1=CC2=C(OC(=C2C(=O)OCC)C(=O)OCC)C=C1OC (Diethyl 5-bromo-6-methoxybenzo[b]furan-2,3-dicarboxylate), [OH-].[Na+] (sodium hydroxide). Solvent: C(C)O (ethanol), O (water). Product: BrC1=CC2=C(OC(=C2C(=O)O)C(=O)O)C=C1OC (5-Bromo-6-methoxybenzo[b]furan-2,3-dicarboxylic acid). Isolated yield 84.9%. RXN SMILES: [Br:1][C:2]1[C:20]([O:21][CH3:22])=[CH:19][C:5]2[O:6][C:7]([C:14]([O:16]CC)=[O:15])=[C:8]([C:9]([O:11]CC)=[O:10])[C:4]=2[CH:3]=1.[OH-].[Na+]>C(O)C.O>[Br:1][C:2]1[C:20]([O:21][CH3:22])=[CH:19][C:5]2[O:6][C:7]([C:14]([OH:16])=[O:15])=[C:8]([C:9]([OH:11])=[O:10])[C:4]=2[CH:3]=1 |f:1.2|. Procedure: Diethyl 5-bromo-6-methoxybenzo[b]furan-2,3-dicarboxylate (D11) (1.26 g, 3.4 mmoles) in ethanol (20 ml) and water (5 ml) was treated with 20% sodium hydroxide solution (5 ml) and heated under reflux for 3 hrs. The mixture was cooled and the ethanol removed in vacuo. The mixture was acidified to pH1 with hydrochloric acid. Filtration of the solid and drying gave the title compound (D12) (0.91 g, 85%) Reactants: ClC1=C(C(=NC2=CC=CC(=C12)F)C1=NC=CC=C1)C (4-chloro-5-fluoro-3-methyl-2-(pyridin-2-yl)quinoline), O1CCN(CC1)C=1C=C2C(=NC1)C1(CN2)CCOCC1 (6′-morpholino-1′,2,2′,3,5,6-hexahydrospiro[pyran-4,3′-pyrrolo[3,2-b]pyridine]), CC(C)([O-])C.[Na+] (sodium tert butoxide). The reagents and catalysts are CC(C)C1=CC(=C(C(=C1)C(C)C)C2=CC=CC=C2P(C3CCCCC3)C4CCCCC4)C(C)C.C1=CC=C([C-]=C1)CCN.Cl[Pd+] (XPhos precatalyst). The solvent is C1(=CC=CC=C1)C (toluene). Product: FC1=C2C(=C(C(=NC2=CC=C1)C1=NC=CC=C1)C)N1CC2(C3=NC=C(C=C31)N3CCOCC3)CCOCC2 (1′-(5-fluoro-3-methyl-2-(2-pyridinyl)-4-quinolinyl)-6′-(4-morpholinyl)-1′,2,2′,3,5,6-hexahydrospiro[pyran-4,3′-pyrrolo[3,2-b]pyridine]). As a reaction SMILES: Cl[C:2]1[C:11]2[C:6](=[CH:7][CH:8]=[CH:9][C:10]=2[F:12])[N:5]=[C:4]([C:13]2[CH:18]=[CH:17][CH:16]=[CH:15][N:14]=2)[C:3]=1[CH3:19].[O:20]1[CH2:25][CH2:24][N:23]([C:26]2[CH:27]=[C:28]3[NH:34][CH2:33][C:32]4([CH2:39][CH2:38][O:37][CH2:36][CH2:35]4)[C:29]3=[N:30][CH:31]=2)[CH2:22][CH2:21]1.CC(C)([O-])C.[Na+]>CC(C1C=C(C(C)C)C(C2C(P(C3CCCCC3)C3CCCCC3)=CC=CC=2)=C(C(C)C)C=1)C.C1C=[C-]C(CCN)=CC=1.Cl[Pd+].C1(C)C=CC=CC=1>[F:12][C:10]1[CH:9]=[CH:8][CH:7]=[C:6]2[C:11]=1[C:2]([N:34]1[C:28]3[C:29](=[N:30][CH:31]=[C:26]([N:23]4[CH2:24][CH2:25][O:20][CH2:21][CH2:22]4)[CH:27]=3)[C:32]3([CH2:39][CH2:38][O:37][CH2:36][CH2:35]3)[CH2:33]1)=[C:3]([CH3:19])[C:4]([C:13]1[CH:18]=[CH:17][CH:16]=[CH:15][N:14]=1)=[N:5]2 |f:2.3,4.5.6|. Procedure details: Prepared according to procedure Y by stirring 4-chloro-5-fluoro-3-methyl-2-(pyridin-2-yl)quinoline (29.7 mg, 0.11 mmol), 6′-morpholino-1′,2,2′,3,5,6-hexahydrospiro[pyran-4,3′-pyrrolo[3,2-b]pyridine] (30 mg, 0.11 mmol), XPhos precatalyst (7 mg, 0.01 mmol) and sodium tert butoxide (20.9 mg, 0.22 mmol) in toluene (3 mL) at 90° C. for 2 h. Purification by reverse phase HPLC (10 to 60% acetonitrile in water) gave 1′-(5-fluoro-3-methyl-2-(2-pyridinyl)-4-quinolinyl)-6′-(4-morpholinyl)-1′,2,2′,3,5,6-hex... Starting materials: ClC1=CC=C(CC2NCCC2)C=C1 (2-(4-chlorobenzyl)pyrrolidine), C([O-])([O-])=O.[K+].[K+] (potassium carbonate), BrCCCCCC (1-bromohexane). The solvent is CC(=O)CC (ethyl methyl ketone). The product is ClC1=CC=C(CC2N(CCC2)CCCCCC)C=C1 (2-(4-chlorobenzyl)-1-(n-hexyl)pyrrolidine). Reaction SMILES: [Cl:1][C:2]1[CH:13]=[CH:12][C:5]([CH2:6][CH:7]2[CH2:11][CH2:10][CH2:9][NH:8]2)=[CH:4][CH:3]=1.C(=O)([O-])[O-].[K+].[K+].Br[CH2:21][CH2:22][CH2:23][CH2:24][CH2:25][CH3:26]>CC(CC)=O>[Cl:1][C:2]1[CH:13]=[CH:12][C:5]([CH2:6][CH:7]2[CH2:11][CH2:10][CH2:9][N:8]2[CH2:21][CH2:22][CH2:23][CH2:24][CH2:25][CH3:26])=[CH:4][CH:3]=1 |f:1.2.3|. Reported procedure: Boil 5 g of 2-(4-chlorobenzyl)pyrrolidine, 3.53 g of anhydrous potassium carbonate, 4.6 g of 1-bromohexane and 50 ml of ethyl methyl ketone under reflux for 18 hours. Work up according to the procedure o Example 67 to obtain 5.82 g (81% of theory) of the title compound as a colorless liquid of b.p. 110° to 112° at 0.005 mm of Hg. Starting materials: ClC1N(C(N(C1)C)=S)C (4-chloro-1,3-dimethylimidazoline-2-thione), CI (methyl iodide), ClC1=CN=CN1C (5-chloro-1-methylimidazole). Solvent: C(Cl)Cl (methylene chloride). Reaction conditions: time 8 hour. Yields the product [Cl-].C[N+]1=CN(C=C1Cl)C (1,3-dimethyl-5-chloroimidazolium chloride). Reaction SMILES: [Cl:1][CH:2]1[CH2:6][N:5]([CH3:7])[C:4](=S)[N:3]1[CH3:9].CI.ClC1N(C)C=NC=1>C(Cl)Cl>[Cl-:1].[CH3:9][N+:3]1[C:2]([Cl:1])=[CH:6][N:5]([CH3:7])[CH:4]=1 |f:4.5|. Procedure: The starting material, 4-chloro-1,3-dimethylimidazoline-2-thione was first prepared by adding dropwise and intimately admixing 5.68 grams (0.04 mol) of methyl iodide to a solution of 4.0 grams (0.0343 mol) of 5-chloro-1-methylimidazole in 25 milliliters of methylene chloride. The resulting mixture was stirred overnight at room temperature whereupon a crystalline product was found to have formed. The latter was recovered with cold methylene chloride to obtain 1,3-dimethyl-5-chloroimidazolium chlo... Starting materials: [Li]CCCC (n-BuLi), [Br-].C(CCCCCCCCCC)[P+](C1=CC=CC=C1)(C1=CC=CC=C1)C1=CC=CC=C1 (n-undecyl-triphenylphosphoniumbromide), C(=O)C=1C=NN(C1)C(C(=O)OCC)C1=CC=CC=C1 (ethyl (±)-4-formyl-α-phenyl-1H-pyrazole-l-acetate). Solvent: C1CCOC1 (THF), C1CCOC1 (THF). Reported procedure: A solution of n-BuLi (127 mL, 254 mmol, 2.0M in hexanes) was added dropwise to a suspension of n-undecyl-triphenylphosphoniumbromide (121.6 g, 244 mmol, obtained from triphenylphosphine and undecylbromide) in 500 mL THF at -78° C. under an atmosphere of N2. The resulting orange solution was stirred for 1 hour before a solution of ethyl (±)-4-formyl-α-phenyl-1H-pyrazole-l-acetate in 250 mL THF was added dropwise. Warmed to room temperature and stirred for 16 hours. Quenched by adding 150 mL water... RXN SMILES: [Li]CCCC.[Br-].[CH2:7]([P+](C1C=CC=CC=1)(C1C=CC=CC=1)C1C=CC=CC=1)[CH2:8][CH2:9][CH2:10][CH2:11][CH2:12][CH2:13][CH2:14][CH2:15][CH2:16][CH3:17].[CH:37]([C:39]1[CH:40]=[N:41][N:42]([CH:44]([C:50]2[CH:55]=[CH:54][CH:53]=[CH:52][CH:51]=2)[C:45]([O:47][CH2:48][CH3:49])=[O:46])[CH:43]=1)=O>C1COCC1>[CH:37]([C:39]1[CH:40]=[N:41][N:42]([CH:44]([C:50]2[CH:55]=[CH:54][CH:53]=[CH:52][CH:51]=2)[C:45]([O:47][CH2:48][CH3:49])=[O:46])[CH:43]=1)=[CH:17][CH2:16][CH2:15][CH2:14][CH2:13][CH2:12][CH2:11][CH2:10][CH2:9][CH2:8][CH3:7] |f:1.2|. Run at time 16 hour. The product is C(=CCCCCCCCCCC)C=1C=NN(C1)C(C(=O)OCC)C1=CC=CC=C1 (Ethyl (±)-4-(1-dodecenyl)-α-phenyl-1H-pyrazole-1-acetate).